From a dataset of the Open Reaction Database (ORD), a public repository of structured organic reaction records. describe an organic reaction: reactants, conditions, products, and yield The reactants are ICCC1CCC2=C(CC1)C(=C(C(=C2OC)OC)OC)OC (7-(2-iodoethyl)-1,2,3,4-tetramethoxy-6,7,8,9-tetrahydro-5H-benzo[a]cycloheptene), ClC1=CC=C(C=C1)O (4-chlorophenol), C([O-])([O-])=O.[K+].[K+] (potassium carbonate), CN(C)C=O (DMF). Run in O (water). Run at time 12 hour. Yields the product ClC1=CC=C(OCCC2CCC3=C(CC2)C(=C(C(=C3OC)OC)OC)OC)C=C1 (7-[2-(4-Chlorophenoxy)ethyl]-1,2,3,4-tetramethoxy-6,7,8,9-tetrahydro-5H-benzo[a]cycloheptene). The yield is 96.2%. Reaction SMILES: I[CH2:2][CH2:3][CH:4]1[CH2:10][CH2:9][C:8]2[C:11]([O:21][CH3:22])=[C:12]([O:19][CH3:20])[C:13]([O:17][CH3:18])=[C:14]([O:15][CH3:16])[C:7]=2[CH2:6][CH2:5]1.[Cl:23][C:24]1[CH:29]=[CH:28][C:27]([OH:30])=[CH:26][CH:25]=1.C(=O)([O-])[O-].[K+].[K+].CN(C=O)C>O>[Cl:23][C:24]1[CH:29]=[CH:28][C:27]([O:30][CH2:2][CH2:3][CH:4]2[CH2:10][CH2:9][C:8]3[C:11]([O:21][CH3:22])=[C:12]([O:19][CH3:20])[C:13]([O:17][CH3:18])=[C:14]([O:15][CH3:16])[C:7]=3[CH2:6][CH2:5]2)=[CH:26][CH:25]=1 |f:2.3.4|. Reported procedure: The mixture of 7-(2-iodoethyl)-1,2,3,4-tetramethoxy-6,7,8,9-tetrahydro-5H-benzo[a]cycloheptene (1.64 g), 4-chlorophenol (602 mg), potassium carbonate (1.08 g), and DMF (16 ml) was stirred at room temperature for 12 hr. The reaction mixture was diluted with water and extracted with ethyl acetate. The organic layer was washed with water and saturated aqueous sodium chloride and dried. The solvent was removed in vacuo. The residue was purified by alumina column chromatography (toluene) to yield the... Reactants: solution, C(=O)NC1C=2C=CC=CC2C=2NC(C=3N(C21)C=CN3)=O (10-formamido-5H,10H-imidazo[1,2-a]indeno[1,2-e]pyrazin-4-one), CO (methanol). Solvent: O1CCCC1 (tetrahydrofuran), O1CCCC1 (tetrahydrofuran). Conditions: temperature 0 celsius, time 10 minute. Yields the product CNC1C=2C=CC=CC2C=2NC(C=3N(C21)C=CN3)=O (10-methylamino-5H,10H-imidazo[1,2-a]indeno[1,2-e]-pyrazin-4-one). Yield: 8.9%. RXN SMILES: [CH:1]([NH:3][CH:4]1[C:16]2[N:15]3[CH:17]=[CH:18][N:19]=[C:14]3[C:13](=[O:20])[NH:12][C:11]=2[C:10]2[CH:9]=[CH:8][CH:7]=[CH:6][C:5]1=2)=O.CO>O1CCCC1>[CH3:1][NH:3][CH:4]1[C:16]2[N:15]3[CH:17]=[CH:18][N:19]=[C:14]3[C:13](=[O:20])[NH:12][C:11]=2[C:10]2[CH:9]=[CH:8][CH:7]=[CH:6][C:5]1=2. Reported procedure: To a suspension of 7 g of 10-formamido-5H,10H-imidazo[1,2-a]indeno[1,2-e]pyrazin-4-one in 225 ml of anhydrous tetrahydrofuran maintained at 0° C. are added, dropwise over 10 minutes, 62.5 ml of a 2M solution of borane/methyl sulphide complex in tetrahydrofuran. The mixture is stirred for 10 minutes at the same temperature and then for 18 hours at a temperature in the region of 20° C. After addition of 100 ml of methanol and stirring for 1 hour, the insoluble material is separated out by filtrati... Starting materials: [BH4-], N#Cc1ccc(C=O)cc1, CCO, [Na+]. Yields the product N#Cc1ccc(CO)cc1. RXN SMILES: [BH4-:11].[C:1](#[N:2])[c:3]1[cH:4][cH:5][c:6]([CH:7]=[O:8])[cH:9][cH:10]1.[CH3:13][CH2:14][OH:15].[Na+:12]>>[C:1](#[N:2])[c:3]1[cH:4][cH:5][c:6]([CH2:7][OH:8])[cH:9][cH:10]1. The reactants are ClC1=C(C=C2C(=CNC2=C1)C=O)C1=CC=C(C=C1)CCCO (6-chloro-5-[4-(3-hydroxypropyl)phenyl]-1H-indole-3-carbaldehyde), P(=O)(O)(O)[O-].[Na+] (sodium dihydrogen phosphate), Cl(=O)[O-].[Na+] (sodium chlorite), S(=O)([O-])[O-].[Na+].[Na+] (sodium sulfite). Solvent: CC(C)=CC.C(C)(C)(C)O.O (2-methyl-2-butene t-butanol water), O (water). Run at time 14 hour. Product: ClC1=C(C=C2C(=CNC2=C1)C(=O)O)C1=CC=C(C=C1)CCCO (6-chloro-5-[4-(3-hydroxypropyl)phenyl]-1H-indole-3-carboxylic acid). Yield: 14.0%. As a reaction SMILES: [Cl:1][C:2]1[CH:10]=[C:9]2[C:5]([C:6]([CH:11]=[O:12])=[CH:7][NH:8]2)=[CH:4][C:3]=1[C:13]1[CH:18]=[CH:17][C:16]([CH2:19][CH2:20][CH2:21][OH:22])=[CH:15][CH:14]=1.P([O-])(O)(O)=[O:24].[Na+].Cl([O-])=O.[Na+].S([O-])([O-])=O.[Na+].[Na+]>CC(=CC)C.C(O)(C)(C)C.O.O>[Cl:1][C:2]1[CH:10]=[C:9]2[C:5]([C:6]([C:11]([OH:24])=[O:12])=[CH:7][NH:8]2)=[CH:4][C:3]=1[C:13]1[CH:18]=[CH:17][C:16]([CH2:19][CH2:20][CH2:21][OH:22])=[CH:15][CH:14]=1 |f:1.2,3.4,5.6.7,8.9.10|. Reported procedure: To 6-chloro-5-[4-(3-hydroxypropyl)phenyl]-1H-indole-3-carbaldehyde (40 mg, 0.13 mmol) in 2-methyl-2-butene/t-butanol/water (v/v/v=1/1/1, 6 mL) was added sodium dihydrogen phosphate (30.5 mg, 0.254 mmol) and sodium chlorite (23 mg, 0.25 mmol) at room temperature. The resulting mixture was stirred at room temperature for 14 hours. The reaction mixture was added sodium sulfite (0.254 mmol), diluted with water, extracted with EtOAc, then concentrated in vacuo and purified via preparative HPLC to giv... Starting materials: C1CCOC1, C[Si](C)(C)CCOCCl, CC(C)(C)[O-], CCOC(C)=O, [K+], O, c1cnc2cn[nH]c2c1. Product: C[Si](C)(C)CCOCn1ncc2ncccc21. As a reaction SMILES: [CH2:25]1[O:26][CH2:27][CH2:28][CH2:29]1.[CH3:16][Si:17]([CH3:18])([CH3:19])[CH2:20][CH2:21][O:22][CH2:23][Cl:24].[CH3:1][C:2]([CH3:3])([O-:4])[CH3:5].[CH3:30][CH2:31][O:32][C:33]([CH3:34])=[O:35].[K+:6].[OH2:36].[nH:7]1[n:8][cH:9][c:10]2[n:11][cH:12][cH:13][cH:14][c:15]12>>[n:7]1([CH2:23][O:22][CH2:21][CH2:20][Si:17]([CH3:16])([CH3:18])[CH3:19])[n:8][cH:9][c:10]2[n:11][cH:12][cH:13][cH:14][c:15]12. Reactants: CC=1C(=NC(=CC1)C)C#N (3,6-dimethylpyridine-2-carbonitrile). Reagents/catalysts: [Ni] (Ni). The solvent is CCO (EtOH). Run at time 4 hour. Yields the product CC=1C(=NC(=CC1)C)CN (3,6-Dimethylpyridine-2-methanamine). Yield: 99.1%. RXN SMILES: [CH3:1][C:2]1[C:3]([C:9]#[N:10])=[N:4][C:5]([CH3:8])=[CH:6][CH:7]=1>CCO.[Ni]>[CH3:1][C:2]1[C:3]([CH2:9][NH2:10])=[N:4][C:5]([CH3:8])=[CH:6][CH:7]=1. Procedure: A solution of 3,6-dimethylpyridine-2-carbonitrile (264 mg, 2.00 mmol) in EtOH (10 mL) was treated with Raney-Ni (approximately 100 mg) and stirred under an atmosphere of hydrogen for 4 h at room temperature. The mixture was filtered through Celite and concentrated in vacuo to give the title compound (270 mg, 99%) as a yellow oil; NMR δH (400 MHz, CDCl3) 2.31 (3H, s), 2.51 (3H, s), 4.17 (2H, s), 7.00 (1H, d, J 7.5 Hz) and 7.37 (1H, d, J 7.5 Hz); M/Z 137 (M+H)+. The reactants are C(CCC#C)(=O)O (4-pentynoic acid), C(=O)([O-])[O-].[K+].[K+] (K2CO3), C(C1=CC=CC=C1)Br (benzyl bromide). The solvent is CN(C)C=O (DMF), O (water). Run at time 24 hour. Product: C(CCC#C)(=O)OCC1=CC=CC=C1 (benzyl 4-pentynoate). Isolated yield 100.0%. RXN SMILES: [C:1]([OH:7])(=[O:6])[CH2:2][CH2:3][C:4]#[CH:5].C([O-])([O-])=O.[K+].[K+].[CH2:14](Br)[C:15]1[CH:20]=[CH:19][CH:18]=[CH:17][CH:16]=1>CN(C=O)C.O>[C:1]([O:7][CH2:14][C:15]1[CH:20]=[CH:19][CH:18]=[CH:17][CH:16]=1)(=[O:6])[CH2:2][CH2:3][C:4]#[CH:5] |f:1.2.3|. Procedure details: A solution of 4-pentynoic acid (5.25 g, 53.5 mmol) in DMF (107 mL) was treated with K2CO3 (11.09 g, 80.3 mmol) and benzyl bromide (6.37 mL, 53.5 mmol), stirred for 24 hours, diluted with water (200 mL), and extracted with diethyl ether (3×150 mL). The combined organic extracts were dried (MgSO4), filtered, and concentrated. The residue was purified by flash chromatography to provide the desired product (10.07 g, 100%). MS (ESI(+)) m/e 206 (M+NH4)+; 1H NMR (300 MHz, DMSO-d6) δ 7.37 (m, 5H), 5.12 ... Reactants: BrCCC(=O)OCC (ethyl 3-bromopropionate), C(C)(C)NC(C)C (diisopropylamine), C(C)O (ethanol), Cl (hydrochloric acid). Run in O (water). Run at temperature 25 celsius. Yields the product C(C)(C)N(CCC(=O)OCC)C(C)C (Ethyl 3-diisopropylaminopropionate). RXN SMILES: Br[CH2:2][CH2:3][C:4]([O:6][CH2:7][CH3:8])=[O:5].[CH:9]([NH:12][CH:13]([CH3:15])[CH3:14])([CH3:11])[CH3:10].C(O)C.Cl>O>[CH:9]([N:12]([CH:13]([CH3:15])[CH3:14])[CH2:2][CH2:3][C:4]([O:6][CH2:7][CH3:8])=[O:5])([CH3:11])[CH3:10]. Procedure: Ethyl 3-diisopropylaminopropionate may be obtained in the following manner: ethyl 3-bromopropionate (18.1 g) is introduced dropwise in the course of 30 minutes into a solution of diisopropylamine (28.5 cc) and ethanol (40 cc) maintained at a temperature of 25° C. The suspension obtained is heated to reflux for 4 hours. After being cooled, the reaction mixture is taken up with water (100 cc) and 4N aqueous hydrochloric acid solution (70 cc). After the mixture is washed with ethyl ether (100 cc), ...